This data is from the Open Reaction Database (ORD), a public repository of structured organic reaction records. The task is: describe an organic reaction: reactants, conditions, products, and yield Starting materials: CC(C)(C)OC(=O)CBr, CN(CCO)C(=O)c1c(-c2ccc(C(C)(C)C)cc2)n(C)n(-c2ccc(C#N)cc2)c1=O, [Cl-], [H-], [NH4+], [Na+], C1CCOC1. Yields the product CN(CCOCC(=O)OC(C)(C)C)C(=O)c1c(-c2ccc(C(C)(C)C)cc2)n(C)n(-c2ccc(C#N)cc2)c1=O. As a reaction SMILES: [Br:33][CH2:34][C:35](=[O:36])[O:37][C:38]([CH3:39])([CH3:40])[CH3:41].[C:1]([CH3:2])([CH3:3])([CH3:4])[c:5]1[cH:6][cH:7][c:8](-[c:11]2[n:12]([CH3:32])[n:13](-[c:24]3[cH:25][cH:26][c:27]([C:30]#[N:31])[cH:28][cH:29]3)[c:14](=[O:23])[c:15]2[C:16](=[O:17])[N:18]([CH3:19])[CH2:20][CH2:21][OH:22])[cH:9][cH:10]1.[Cl-:44].[H-:42].[NH4+:45].[Na+:43].[O:46]1[CH2:47][CH2:48][CH2:49][CH2:50]1>>[C:1]([CH3:2])([CH3:3])([CH3:4])[c:5]1[cH:6][cH:7][c:8](-[c:11]2[n:12]([CH3:32])[n:13](-[c:24]3[cH:25][cH:26][c:27]([C:30]#[N:31])[cH:28][cH:29]3)[c:14](=[O:23])[c:15]2[C:16](=[O:17])[N:18]([CH3:19])[CH2:20][CH2:21][O:22][CH2:34][C:35](=[O:36])[O:37][C:38]([CH3:39])([CH3:40])[CH3:41])[cH:9][cH:10]1. Reactants: C(C1=CC=CC=C1)(=O)O (benzoic acid), C(CC)(=O)O (propionic acid). Run in O (water). Product: C(CC)(=O)C1=CC=CC=C1 (propiophenone). RXN SMILES: [C:1]([OH:9])(=O)[C:2]1[CH:7]=[CH:6][CH:5]=[CH:4][CH:3]=1.[C:10](O)(=O)[CH2:11]C>O>[C:1]([C:2]1[CH:3]=[CH:4][CH:5]=[CH:6][CH:7]=1)(=[O:9])[CH2:10][CH3:11]. Reported procedure: A mixture of 16 g/h of benzoic acid, 57 g/h of propionic acid and 14.5 g/h of water was evaporated in an evaporator and passed, together with 10 l/h of nitrogen, at 400° C., over 100 ml of a catalyst which contained 2.5% by weight of sodium oxide, the remainder being anatase. The reaction gases were then cooled and were collected in a receiver. From the discharged two-phase mixture, the organic phase was analyzed by gas chromatography. The conversion of both carboxylic acids was 100%. The select... Starting materials: C(C1=CC=CC=C1)SC1=NN2C(N=C(C(=C2Cl)Cl)C)=N1 (2-benzylthio-6,7-dichloro-5-methyl-1,2,4-triazolo[1,5-a]pyrimidine). The reagents and catalysts are [Cu].[Zn] (zinc-copper couple). Product: C(C1=CC=CC=C1)SC1=NN2C(N=C(C(=C2)Cl)C)=N1 (2-benzylthio-6-chloro-5-methyl-1,2,4-triazolo[1,5-a]pyrimidine). The yield is 88.0%. Reaction SMILES: [CH2:1]([S:8][C:9]1[N:20]=[C:12]2[N:13]=[C:14]([CH3:19])[C:15]([Cl:18])=[C:16](Cl)[N:11]2[N:10]=1)[C:2]1[CH:7]=[CH:6][CH:5]=[CH:4][CH:3]=1>[Cu].[Zn]>[CH2:1]([S:8][C:9]1[N:20]=[C:12]2[N:13]=[C:14]([CH3:19])[C:15]([Cl:18])=[CH:16][N:11]2[N:10]=1)[C:2]1[CH:3]=[CH:4][CH:5]=[CH:6][CH:7]=1 |f:1.2|. Procedure details: This material was prepared by reduction of 2-benzylthio-6,7-dichloro-5-methyl-1,2,4-triazolo[1,5-a]pyrimidine with zinc-copper couple following the general procedure described in Example 21. The desired product was isolated in 88% yield as a solid, m.p. 160°-161° C. IR and 1H NMR spectra were in agreement with the assigned structure. Reactants: C(C=C)[C@@]1(C(N([C@@H]([C@H](C1)C1=CC(=CC=C1)Cl)C1=CC=C(C=C1)Cl)[C@H](/C=C/OC)CC)=O)C ((3S,5R,6S)-3-allyl-5-(3-chlorophenyl)-6-(4-chlorophenyl)-1-((S,E)-1-methoxypent-1-en-3-yl)-3-methylpiperidin-2-one), Cl (hydrochloric acid). Solvent: C(C)#N (acetonitrile). Conditions: time 1.5 hour. The product is C(C=C)[C@@]1(C(N([C@@H]([C@H](C1)C1=CC(=CC=C1)Cl)C1=CC=C(C=C1)Cl)[C@H](CC=O)CC)=O)C ((S)-3-((3S,5R,6S)-3-allyl-5-(3-chlorophenyl)-6-(4-chlorophenyl)-3-methyl-2-oxopiperidin-1-yl)pentanal). RXN SMILES: [CH2:1]([C@@:4]1([CH3:32])[CH2:9][C@H:8]([C:10]2[CH:15]=[CH:14][CH:13]=[C:12]([Cl:16])[CH:11]=2)[C@@H:7]([C:17]2[CH:22]=[CH:21][C:20]([Cl:23])=[CH:19][CH:18]=2)[N:6]([C@@H:24]([CH2:29][CH3:30])/[CH:25]=[CH:26]/[O:27]C)[C:5]1=[O:31])[CH:2]=[CH2:3].Cl>C(#N)C>[CH2:1]([C@@:4]1([CH3:32])[CH2:9][C@H:8]([C:10]2[CH:15]=[CH:14][CH:13]=[C:12]([Cl:16])[CH:11]=2)[C@@H:7]([C:17]2[CH:18]=[CH:19][C:20]([Cl:23])=[CH:21][CH:22]=2)[N:6]([C@@H:24]([CH2:29][CH3:30])[CH2:25][CH:26]=[O:27])[C:5]1=[O:31])[CH:2]=[CH2:3]. Procedure: (Methoxymethyl)triphenylphosphonium chloride was dried at 80° C. under vacuum for 3 h. To a solution of the dried (methoxymethyl)triphenylphosphonium chloride (1.96 g, 5.71 mmol) in THF (10 mL) was added 0.5 M KHMDS in toluene (10.2 mL, 5.08 mmol) at −78° C. The color of the solution turned blood red in color. After stirring at 0° C. for 30 min., a solution of (S)-2-((3S,5R,6S)-3-allyl-5-(3-chlorophenyl)-6-(4-chlorophenyl)-3-methyl-2-oxopiperidin-1-yl)butanal (Example 91, Step C; 564 mg, 1.27 mm...